This data is from the Open Reaction Database (ORD), a public repository of structured organic reaction records. The task is: describe an organic reaction: reactants, conditions, products, and yield The reactants are CSC1=C(C=CC=2C(OCC21)=O)CCN2CCN(CC2)C(=O)OC(C)(C)C (tert-butyl 4-(2-[4-(methylsulfanyl)-1-oxo-1,3-dihydro-2-benzofuran-5-yl)ethyl]piperazine-1-carboxylate), Cl (HCl). The solvent is O1CCOCC1 (dioxane). Run at time 18 hour. Product: [Cl-].CSC1=C(C=CC=2C(OCC21)=O)CCN2CC[NH2+]CC2 (4-(2-[4-(methylsulfanyl)-1-oxo-1,3-dihydro-2-benzofuran-5-yl)ethyl]piperazine-1-ium chloride). Reaction SMILES: [CH3:1][S:2][C:3]1[C:11]2[CH2:10][O:9][C:8](=[O:12])[C:7]=2[CH:6]=[CH:5][C:4]=1[CH2:13][CH2:14][N:15]1[CH2:20][CH2:19][N:18](C(OC(C)(C)C)=O)[CH2:17][CH2:16]1.[ClH:28]>O1CCOCC1>[Cl-:28].[CH3:1][S:2][C:3]1[C:11]2[CH2:10][O:9][C:8](=[O:12])[C:7]=2[CH:6]=[CH:5][C:4]=1[CH2:13][CH2:14][N:15]1[CH2:16][CH2:17][NH2+:18][CH2:19][CH2:20]1 |f:3.4|. Procedure details: In a 12 mL reaction vial, was added tert-butyl 4-(2-[4-(methylsulfanyl)-1-oxo-1,3-dihydro-2-benzofuran-5-yl)ethyl]piperazine-1-carboxylate (25 mg, 0.064 mmol) and 4 N HCl in dioxane (1 mL). The reaction was stirred at r. t. for 18 hr. The reaction mixture was concentrated to give the desired product.